Dataset: the Open Reaction Database (ORD), a public repository of structured organic reaction records. Task: describe an organic reaction: reactants, conditions, products, and yield Run in C(C)O (ethanol), C(C)O (ethanol). Run at time 15 minute. Procedure: The previously obtained 3-methyl-5-benzoyl thieno[2,3-b]pyrrole, suspended in 500 ml of ethanol is added to a sodium ethoxide solution freshly prepared by dissolving 24.6 g of sodium in 500 ml of ethanol, and the whole is agitated for 15 minutes; then 125 g of ethyl bromoacetate are added. The whole is refluxed for 4 hours and then hydrolysed by the addition of 600 ml of sodium hydroxide solution (N). The whole is refluxed for 30 minutes and the ethanol is eliminated by distillation. The cooled ... Starting materials: [Na] (sodium), CC1=CSC=2NC(=CC21)C(C2=CC=CC=C2)=O (3-methyl-5-benzoyl thieno[2,3-b]pyrrole), BrCC(=O)OCC (ethyl bromoacetate), [OH-].[Na+] (sodium hydroxide), [O-]CC.[Na+] (sodium ethoxide). As a reaction SMILES: [CH3:1][C:2]1[C:9]2[CH:8]=[C:7]([C:10](=[O:17])[C:11]3[CH:16]=[CH:15][CH:14]=[CH:13][CH:12]=3)[NH:6][C:5]=2[S:4][CH:3]=1.[O-]CC.[Na+].[Na].Br[CH2:24][C:25]([O:27]CC)=[O:26].[OH-].[Na+]>C(O)C>[CH3:1][C:2]1[C:9]2[CH:8]=[C:7]([C:10](=[O:17])[C:11]3[CH:12]=[CH:13][CH:14]=[CH:15][CH:16]=3)[N:6]([CH2:24][C:25]([OH:27])=[O:26])[C:5]=2[S:4][CH:3]=1 |f:1.2,5.6,^1:21|. The product is CC1=CSC=2N(C(=CC21)C(C2=CC=CC=C2)=O)CC(=O)O (3-methyl-5-benzoyl-6-carboxymethylthieno[2,3-b]pyrrole).